This data is from the Open Reaction Database (ORD), a public repository of structured organic reaction records. The task is: describe an organic reaction: reactants, conditions, products, and yield Reactants: C(C)(=O)N1C(C(C2=CC=C(C=C12)C(=O)OC)=C(C1=CC=CC=C1)OCC)=O (1-acetyl-3-(1-ethoxy-1-phenylmethylene)-6-methoxycarbonyl-2-indolinone), CN(CCC(=O)N(C1=CC=C(C=C1)N)C(C)C)C (N-((2-dimethylamino-ethyl)-carbonyl)-N-isopropyl-p-phenylenediamine). Product: CN(CCC(=O)N(C(C)C)C1=CC=C(N\C(\C2=CC=CC=C2)=C\2/C(NC3=CC(=CC=C23)C(=O)OC)=O)C=C1)C (3-Z-[1-(4-(N-((2-dimethylamino-ethyl)-carbonyl)-N-isopropyl-amino)-anilino)-1-phenyl-methylene]-6-methoxycarbonyl-2-indolinone). RXN SMILES: C([N:4]1[C:12]2[C:7](=[CH:8][CH:9]=[C:10]([C:13]([O:15][CH3:16])=[O:14])[CH:11]=2)[C:6](=[C:17](OCC)[C:18]2[CH:23]=[CH:22][CH:21]=[CH:20][CH:19]=2)[C:5]1=[O:27])(=O)C.[CH3:28][N:29]([CH3:45])[CH2:30][CH2:31][C:32]([N:34]([CH:42]([CH3:44])[CH3:43])[C:35]1[CH:40]=[CH:39][C:38]([NH2:41])=[CH:37][CH:36]=1)=[O:33]>>[CH3:45][N:29]([CH3:28])[CH2:30][CH2:31][C:32]([N:34]([C:35]1[CH:36]=[CH:37][C:38]([NH:41]/[C:17](=[C:6]2\[C:5](=[O:27])[NH:4][C:12]3[C:7]\2=[CH:8][CH:9]=[C:10]([C:13]([O:15][CH3:16])=[O:14])[CH:11]=3)/[C:18]2[CH:23]=[CH:22][CH:21]=[CH:20][CH:19]=2)=[CH:39][CH:40]=1)[CH:42]([CH3:43])[CH3:44])=[O:33]. Procedure: Prepared from 1-acetyl-3-(1-ethoxy-1-phenylmethylene)-6-methoxycarbonyl-2-indolinone and N-((2-dimethylamino-ethyl)-carbonyl)-N-isopropyl-p-phenylenediamine Rf value: 0.1 (silica gel, methylene chloride/methanol=10:1) C31H34N4O4 The reactants are O=C([O-])[O-], C=CCCl, CN(C)C=O, [K+], [K+], O, COC(=O)c1ccc(O)cc1. Yields the product C=CCOc1ccc(C(=O)OC)cc1. As a reaction SMILES: [C:16](=[O:17])([O-:18])[O-:19].[CH2:12]([CH:13]=[CH2:14])[Cl:15].[CH3:23][N:24]([CH3:25])[CH:26]=[O:27].[K+:20].[K+:21].[OH2:22].[OH:1][c:2]1[cH:3][cH:4][c:5]([C:6](=[O:7])[O:8][CH3:9])[cH:10][cH:11]1>>[O:1]([c:2]1[cH:3][cH:4][c:5]([C:6](=[O:7])[O:8][CH3:9])[cH:10][cH:11]1)[CH2:14][CH:13]=[CH2:12].